From a dataset of the Open Reaction Database (ORD), a public repository of structured organic reaction records. describe an organic reaction: reactants, conditions, products, and yield The solvent is C(C)(=O)OCC (ethyl acetate). Starting materials: O[C@@H]1C([C@@H]2CC[C@]3([C@@]4(CC[C@@]5([C@@H]([C@H]4CC[C@@H]3[C@]2(CC1)C)[C@@H](CC5)C(=C)C)C(=O)N[C@H]5C[C@H](CC5)CN5CC(CCC5)C)C)C)(C)C ((1R,3aS,5aR,5bR,7aR,9S,11aR,11bR,13aR,13bR)-9-hydroxy-5a,5b,8,8,11a-pentamethyl-N-((1R,3S)-3-((3-methylpiperidin-1-yl)methyl)cyclopentyl)-1-(prop-1-en-2-yl)icosahydro-1H-cyclopenta[a]chrysene-3a-carboxamide), N1=CC=CC=C1 (pyridine), CC1(C(OC(C1)=O)=O)C (3,3-dimethyldihydrofuran-2,5-dione). RXN SMILES: [OH:1][C@H:2]1[CH2:19][CH2:18][C@@:17]2([CH3:20])[C@@H:4]([CH2:5][CH2:6][C@:7]3([CH3:44])[C@@H:16]2[CH2:15][CH2:14][C@H:13]2[C@@:8]3([CH3:43])[CH2:9][CH2:10][C@@:11]3([C:27]([NH:29][C@@H:30]4[CH2:34][CH2:33][C@H:32]([CH2:35][N:36]5[CH2:41][CH2:40][CH2:39][CH:38]([CH3:42])[CH2:37]5)[CH2:31]4)=[O:28])[CH2:23][CH2:22][C@@H:21]([C:24]([CH3:26])=[CH2:25])[C@@H:12]32)[C:3]1([CH3:46])[CH3:45].N1C=CC=CC=1.[CH3:53][C:54]1([CH3:61])[CH2:58][C:57](=[O:59])[O:56][C:55]1=[O:60]>C(OCC)(=O)C>[CH3:53][C:54]([CH3:61])([CH2:58][C:57](=[O:59])[O:1][C@H:2]1[CH2:19][CH2:18][C@@:17]2([CH3:20])[C@@H:4]([CH2:5][CH2:6][C@:7]3([CH3:44])[C@@H:16]2[CH2:15][CH2:14][C@H:13]2[C@@:8]3([CH3:43])[CH2:9][CH2:10][C@@:11]3([C:27](=[O:28])[NH:29][C@@H:30]4[CH2:34][CH2:33][C@H:32]([CH2:35][N:36]5[CH2:41][CH2:40][CH2:39][CH:38]([CH3:42])[CH2:37]5)[CH2:31]4)[CH2:23][CH2:22][C@@H:21]([C:24]([CH3:26])=[CH2:25])[C@@H:12]32)[C:3]1([CH3:45])[CH3:46])[C:55]([OH:60])=[O:56]. Reported procedure: To a stirred solution of (1R,3aS,5aR,5bR,7aR,9S,11aR,11bR,13aR,13bR)-9-hydroxy-5a,5b,8,8,11a-pentamethyl-N-((1R,3S)-3-((3-methylpiperidin-1-yl)methyl)cyclopentyl)-1-(prop-1-en-2-yl)icosahydro-1H-cyclopenta[a]chrysene-3a-carboxamide (Example −50, 0.24 mmol) in pyridine (5 ml) dimethyl amino pyridine (0.32 g, 0.48 mmol) and 3,3-dimethyldihydrofuran-2,5-dione (1.3 ml) were added and the contents were refluxed for about 16 hours and completion of the reaction monitored by TLC. The reaction mixture w... Yields the product CC(C(=O)O)(CC(O[C@@H]1C([C@@H]2CC[C@]3([C@@]4(CC[C@@]5([C@@H]([C@H]4CC[C@@H]3[C@]2(CC1)C)[C@@H](CC5)C(=C)C)C(N[C@H]5C[C@H](CC5)CN5CC(CCC5)C)=O)C)C)(C)C)=O)C (2,2-dimethyl-4-oxo-4-((1R,3aS,5aR,5bR,7aR,9S,11aR,11bR,13aR,13bR)-5a,5b,8,8,11a-pentamethyl-3a-((1R,3S)-3-((3-methylpiperidin-1-yl)methyl)cyclopentylcarbamoyl)-1-(prop-1-en-2-yl)icosahydro-1H-cyclopenta[a]chrysen-9-yloxy)butanoic acid). Starting materials: CCOCC, O=C=Nc1ccc(Cl)cc1, COC(=O)C(C)NS(=O)(=O)N1CCNCC1. Yields the product COC(=O)C(C)NS(=O)(=O)N1CCN(C(=O)Nc2ccc(Cl)cc2)CC1. As a reaction SMILES: [CH3:27][CH2:28][O:29][CH2:30][CH3:31].[Cl:1][c:2]1[cH:3][cH:4][c:5]([N:8]=[C:9]=[O:10])[cH:6][cH:7]1.[N:11]1([S:17](=[O:18])(=[O:19])[NH:20][CH:21]([C:22](=[O:23])[O:24][CH3:25])[CH3:26])[CH2:12][CH2:13][NH:14][CH2:15][CH2:16]1>>[Cl:1][c:2]1[cH:3][cH:4][c:5]([NH:8][C:9](=[O:10])[N:14]2[CH2:13][CH2:12][N:11]([S:17](=[O:18])(=[O:19])[NH:20][CH:21]([C:22](=[O:23])[O:24][CH3:25])[CH3:26])[CH2:16][CH2:15]2)[cH:6][cH:7]1. The reactants are O (water), FC1=CC=C(C=C1)N1C=C(C2=CC(=CC=C12)Cl)OC(C)=O (1-(4-flourophenyl)-3-acetoxy-5-chloroindole), Cl (HCl), [BH4-].[Na+] (sodium borohydride). Run in CCO (EtOH). The product is FC1=CC=C(C=C1)N1C=CC2=CC(=CC=C12)Cl (1-(4-fluorophenyl)-5-chloroindole). Reaction SMILES: [F:1][C:2]1[CH:7]=[CH:6][C:5]([N:8]2[C:16]3[C:11](=[CH:12][C:13]([Cl:17])=[CH:14][CH:15]=3)[C:10](OC(=O)C)=[CH:9]2)=[CH:4][CH:3]=1.[BH4-].[Na+].Cl.O>CCO>[F:1][C:2]1[CH:7]=[CH:6][C:5]([N:8]2[C:16]3[C:11](=[CH:12][C:13]([Cl:17])=[CH:14][CH:15]=3)[CH:10]=[CH:9]2)=[CH:4][CH:3]=1 |f:1.2|. Procedure: 1-(4-flourophenyl)-3-acetoxy-5-chloroindole (100.0 g, 0.33 mol) was dissolved in 1000 mL EtOH. During the next hour sodium borohydride pellets (18.7 g, 1.5 eq.) were added batchwise at reflux. The reaction mixture was stirred over night at reflux and cooled to room temperature. Concentrated HCl (appr. 50 mL until pH 1) was added and the reaction mixture was stirred at room temperature for 1 hour. 200 mL demineralized water was added, and the resulting suspension was filtrated. The filter cake wa... Reactants: BrC=1C=NNC1 (4-bromopyrazole), C([O-])([O-])=O.[Cs+].[Cs+] (cesium carbonate), BrCCCl (1-bromo-2-chloroethane). Run in CN(C=O)C (N,N-Dimethylformamide). Conditions: temperature 60 celsius. Yields the product BrC=1C=NN(C1)CCCl (4-bromo-1-(2-chloroethyl)-1H-pyrazole). The yield is 87.1%. RXN SMILES: [Br:1][C:2]1[CH:3]=[N:4][NH:5][CH:6]=1.C(=O)([O-])[O-].[Cs+].[Cs+].Br[CH2:14][CH2:15][Cl:16]>CN(C)C=O>[Br:1][C:2]1[CH:3]=[N:4][N:5]([CH2:14][CH2:15][Cl:16])[CH:6]=1 |f:1.2.3|. Procedure details: 4-bromopyrazole (700 mg, 4.76 mmol, available from Aldrich), cesium carbonate (2328 mg, 7.14 mmol) and 1-bromo-2-chloroethane (0.592 ml, 7.14 mmol, available from Acros) were suspended in N,N-Dimethylformamide (DMF) (14 ml) and heated to 60° C. under microwave conditions in an Emrys Optimiser for 1 hour. The mixture was partitioned between water (20 ml) and ethyl acetate (60 ml). The aqueous layer was run off and the organic washed (water 3×10 ml), brine (10 ml)), dried (magnesium sulfate) and e... The solvent is C1CCOC1 (THF), C1CCOC1 (THF). Procedure: The solution of CH3CN (0.37 g, 8.9 mmol) in THF (40 mL) was added to n-BuLi (1.6 M in hexanes, 0.58 g, 8.9 mmol) at −78° C. and the reaction mixture was stirred for 30 min. Solution of ester (12) (1.5 g, 5.9 mmol) in THF (10 mL) was added to the reaction mixture and the resulting solution was further stirred for 30 min. The reaction mixture was quenched by addition of aq.NH4Cl (200 mL) and extracted with EtOAc (100 mL). Drying over anhydrous Na2SO4 and concentration under reduced pressure gave 3... Reaction SMILES: [CH3:1][C:2]#[N:3].[Li]CCCC.[O:9]1[CH2:14][CH2:13][CH:12]([CH2:15][O:16][C:17]2[CH:18]=[C:19]([CH:24]=[CH:25][CH:26]=2)[C:20](OC)=[O:21])[CH2:11][CH2:10]1>C1COCC1>[O:21]=[C:20]([C:19]1[CH:24]=[CH:25][CH:26]=[C:17]([O:16][CH2:15][CH:12]2[CH2:11][CH2:10][O:9][CH2:14][CH2:13]2)[CH:18]=1)[CH2:1][C:2]#[N:3]. Product: O=C(CC#N)C1=CC(=CC=C1)OCC1CCOCC1 (3-oxo-3-(3-((tetrahydro-2H-pyran-4-yl)methoxy)phenyl)propanenitrile). Starting materials: CC#N (CH3CN), [Li]CCCC (n-BuLi), O1CCC(CC1)COC=1C=C(C(=O)OC)C=CC1 (methyl 3-((tetrahydro-2H-pyran-4-yl)methoxy)benzoate). Reaction conditions: time 30 minute. Starting materials: compound A, ClCC=1SC=C(N1)C=1C=C2C3=C(N(C2=CC1)C)N(C(C(=C3)C3=C(C=C(C=C3)Cl)Cl)=O)C (6-(2-chloromethylthiazol-4-yl)-3-(2,4-dichlorophenyl)-1,9-dimethyl-1,9-dihydropyrido[2,3-b]indol-2-one), NCCN1CCOCC1 (aminoethylmorpholine). Yields the product Cl.ClC1=C(C=CC(=C1)Cl)C1=CC2=C(N(C3=CC=C(C=C23)C=2N=C(SC2)CNCCN2CCOCC2)C)N(C1=O)C (3-(2,4-Dichlorophenyl)-1,9-dimethyl-6-{2-[(2-morpholin-4-yl-ethylamino)-methyl]thiazol-4-yl}-1,9-dihydropyrido[2,3-b]indol-2-one hydrochloride). RXN SMILES: [Cl:1][CH2:2][C:3]1[S:4][CH:5]=[C:6]([C:8]2[CH:9]=[C:10]3[C:14](=[CH:15][CH:16]=2)[N:13]([CH3:17])[C:12]2[N:18]([CH3:31])[C:19](=[O:30])[C:20]([C:22]4[CH:27]=[CH:26][C:25]([Cl:28])=[CH:24][C:23]=4[Cl:29])=[CH:21][C:11]3=2)[N:7]=1.[NH2:32][CH2:33][CH2:34][N:35]1[CH2:40][CH2:39][O:38][CH2:37][CH2:36]1>>[ClH:1].[Cl:29][C:23]1[CH:24]=[C:25]([Cl:28])[CH:26]=[CH:27][C:22]=1[C:20]1[C:19](=[O:30])[N:18]([CH3:31])[C:12]2[N:13]([CH3:17])[C:14]3[C:10]([C:11]=2[CH:21]=1)=[CH:9][C:8]([C:6]1[N:7]=[C:3]([CH2:2][NH:32][CH2:33][CH2:34][N:35]2[CH2:40][CH2:39][O:38][CH2:37][CH2:36]2)[S:4][CH:5]=1)=[CH:16][CH:15]=3 |f:2.3|. Reported procedure: The process is carried out as in Example 122 above, with the compound A: 6-(2-chloromethylthiazol-4-yl)-3-(2,4-dichlorophenyl)-1,9-dimethyl-1,9-dihydropyrido[2,3-b]indol-2-one and aminoethylmorpholine.